This data is from the Open Reaction Database (ORD), a public repository of structured organic reaction records. The task is: describe an organic reaction: reactants, conditions, products, and yield The reactants are BrC=1C(=NC=C(C(=O)NC2=CC=C(C=C2)OC(F)(F)F)C1)Cl (5-bromo-6-chloro-N-(4-(trifluoromethoxy)phenyl)nicotinamide), N1CCOCC1 (morpholine). Yields the product BrC=1C(=NC=C(C(=O)NC2=CC=C(C=C2)OC(F)(F)F)C1)N1CCOCC1 (5-Bromo-6-morpholino-N-(4-(trifluoromethoxy)phenyl)nicotinamide). As a reaction SMILES: [Br:1][C:2]1[C:3](Cl)=[N:4][CH:5]=[C:6]([CH:21]=1)[C:7]([NH:9][C:10]1[CH:15]=[CH:14][C:13]([O:16][C:17]([F:20])([F:19])[F:18])=[CH:12][CH:11]=1)=[O:8].[NH:23]1[CH2:28][CH2:27][O:26][CH2:25][CH2:24]1>>[Br:1][C:2]1[C:3]([N:23]2[CH2:28][CH2:27][O:26][CH2:25][CH2:24]2)=[N:4][CH:5]=[C:6]([CH:21]=1)[C:7]([NH:9][C:10]1[CH:15]=[CH:14][C:13]([O:16][C:17]([F:20])([F:19])[F:18])=[CH:12][CH:11]=1)=[O:8]. Reported procedure: The title compound was prepared in an analogous fashion to that described in Stage 6.1 using 5-bromo-6-chloro-N-(4-(trifluoromethoxy)phenyl)nicotinamide (Stage 6.2) and morpholine to afford an off-white solid. UPLC-MS (Condition 3) tR=1.20 min, m/z=445.9 [M+H]+, m/z=443.9 [M−H]−; 1H-NMR (400 MHz, DMSO-d6) δ ppm 3.37-3.46 (m, 4H) 3.69-3.81 (m, 4H) 7.39 (d, J=8.78 Hz, 2H) 7.86 (d, J=9.16 Hz, 2H) 8.47 (d, J=2.13 Hz, 1H) 8.80 (d, J=2.13 Hz, 1H) 10.44 (s, 1H). The reactants are C(C)O (ethanol), C1(=CC=CC=C1)C (toluene), C(CC)[C@@H]1CC[C@H](CC1)CCC1CC=C(CC1)C1=CC=CC=C1 ((4-(2-(trans-4-n-propylcyclohexyl)ethyl)cyclohexene-1-yl)benzene). The reagents and catalysts are [Pd] (palladium/carbon). Run in [H][H] (hydrogen). The product is C(CC)[C@@H]1CC[C@H](CC1)CC[C@@H]1CC[C@H](CC1)C1=CC=CC=C1 ((trans-4-(2-(trans-4-n-propylcyclohexyl)ethyl)cyclohexyl)benzene). The yield is 63.2%. Reaction SMILES: C(O)C.C1(C)C=CC=CC=1.[CH2:11]([C@H:14]1[CH2:19][CH2:18][C@H:17]([CH2:20][CH2:21][CH:22]2[CH2:27][CH2:26][C:25]([C:28]3[CH:33]=[CH:32][CH:31]=[CH:30][CH:29]=3)=[CH:24][CH2:23]2)[CH2:16][CH2:15]1)[CH2:12][CH3:13]>[H][H].[Pd]>[CH2:11]([C@H:14]1[CH2:19][CH2:18][C@H:17]([CH2:20][CH2:21][C@H:22]2[CH2:27][CH2:26][C@H:25]([C:28]3[CH:29]=[CH:30][CH:31]=[CH:32][CH:33]=3)[CH2:24][CH2:23]2)[CH2:16][CH2:15]1)[CH2:12][CH3:13]. Procedure: To a liquid mixture comprising 250 ml of ethanol and 250 ml of toluene was dissolved 92 g of the (4-(2-(trans-4-n-propylcyclohexyl)ethyl)cyclohexene-1-yl)benzene mentioned above, 5 g of palladium/carbon (5%) was added as catalyst thereto, and they were subjected to a catalytic reduction in hydrogen gas atmosphere. After finishing of the reaction, the catalyst was filtered off and the solvent was distilled off under a reduced pressure to obtain a yellow oily product. This product was recrystalliz... The reactants are CO, O=C(c1cccc([N+](=O)[O-])c1)n1cc(C23CCN(CC2)C3)nn1, N. Yields the product c1n[nH]nc1C12CCN(CC1)C2. RXN SMILES: [CH3:25][OH:26].[N+:1]([c:2]1[cH:3][c:4]([C:8]([n:9]2[n:10][n:11][c:12]([C:14]34[CH2:15][CH2:16][N:17]([CH2:18][CH2:19]3)[CH2:20]4)[cH:13]2)=[O:21])[cH:5][cH:6][cH:7]1)([O-:22])=[O:23].[NH3:24]>>[n:9]1[nH:10][n:11][c:12]([C:14]23[CH2:15][CH2:16][N:17]([CH2:18][CH2:19]2)[CH2:20]3)[cH:13]1.